From a dataset of the Open Reaction Database (ORD), a public repository of structured organic reaction records. describe an organic reaction: reactants, conditions, products, and yield Reactants: C(C)OC(C(C(=O)OCC)=COCC)=O (2-ethoxymethylenemalonic acid diethyl ester), CSC(N)=N (2-methyl-isothiourea), CC[O-].[Na+] (EtONa). Run in CCO (EtOH). Reaction conditions: temperature 5 celsius, time 3 hour. Product: C(C)OC(=O)C=1C(=NC(=NC1)SC)O (4-hydroxy-2-methylsulfanyl-pyrimidine-5-carboxylic acid ethyl ester). Yield: 158.1%. RXN SMILES: [CH2:1]([O:3][C:4](=[O:15])[C:5](=[CH:11][O:12]CC)[C:6](OCC)=O)[CH3:2].[CH3:16][S:17][C:18](=[NH:20])[NH2:19].CC[O-].[Na+]>CCO>[CH2:1]([O:3][C:4]([C:5]1[C:11]([OH:12])=[N:19][C:18]([S:17][CH3:16])=[N:20][CH:6]=1)=[O:15])[CH3:2] |f:2.3|. Reported procedure: To a solution of 2-ethoxymethylenemalonic acid diethyl ester (59.0 g, 273 mmol) in EtOH (300 mL) was added 2-methyl-isothiourea (41.5 g, 150 mmol) in an ice-H2O bath. An EtOHic solution of EtONa (2M, 300 mL) was added dropwise maintaining the reaction temperature under 5° C. The mixture was warmed to RT and stirred for 3 h. After standing overnight, the solvent was removed under reduced pressureand the residue was dissolved in H2O (800 mL) at 0° C. The solution was acidified to pH 3 with conc. H...